This data is from the Open Reaction Database (ORD), a public repository of structured organic reaction records. The task is: describe an organic reaction: reactants, conditions, products, and yield The reactants are C(C)OC(=O)C=1C(=C2N(N=CC(=C2NC2=CC=C(C=C2)OC2=CC=CC=C2)C#N)C1)CO (3-Cyano-5-hydroxymethyl-4-(4-phenoxy-phenylamino)-pyrrolo[1,2-b]pyridazine-6-carboxylic acid ethyl ester). Reagents/catalysts: O=[Mn]=O (MnO2). Solvent: C(Cl)(Cl)Cl (chloroform). Conditions: temperature 55 celsius. Product: C(C)OC(=O)C=1C(=C2N(N=CC(=C2NC2=CC=C(C=C2)OC2=CC=CC=C2)C#N)C1)C=O (3-Cyano-5-formyl-4-(4-phenoxy-phenylamino)-pyrrolo[1,2-b]pyridazine-6-carboxylic acid ethyl ester). Isolated yield 93.8%. As a reaction SMILES: [CH2:1]([O:3][C:4]([C:6]1[C:7]([CH2:31][OH:32])=[C:8]2[C:13]([NH:14][C:15]3[CH:20]=[CH:19][C:18]([O:21][C:22]4[CH:27]=[CH:26][CH:25]=[CH:24][CH:23]=4)=[CH:17][CH:16]=3)=[C:12]([C:28]#[N:29])[CH:11]=[N:10][N:9]2[CH:30]=1)=[O:5])[CH3:2]>C(Cl)(Cl)Cl.O=[Mn]=O>[CH2:1]([O:3][C:4]([C:6]1[C:7]([CH:31]=[O:32])=[C:8]2[C:13]([NH:14][C:15]3[CH:16]=[CH:17][C:18]([O:21][C:22]4[CH:27]=[CH:26][CH:25]=[CH:24][CH:23]=4)=[CH:19][CH:20]=3)=[C:12]([C:28]#[N:29])[CH:11]=[N:10][N:9]2[CH:30]=1)=[O:5])[CH3:2]. Procedure: To a solution of compound 16C (21.4 mg, 0.05 mmol) in chloroform (1 mL) was added MnO2 (<5 micron, activated, 17 mg, 0.20 mmol). The reaction was heated at 55° C. overnight, cooled to room temperature and purified by flash chromatography on a silica gel column (0-2% EtOAc/CH2Cl2) to give compound 18 as a yellow solid (20 mg, 94%). HPLC: 94% at 2.20 min (retention time) (PrimeSphere 5u C18-HC column, 4.6×30 mm eluting with 10-90% MeOH/H2O over 2 minutes containing 0.1% TFA; 5 mL/min, monitoring a... The reactants are NC1=NC=C(C(=C1N)N[C@H]1[C@H]([C@@H]2C=C[C@H]1C2)C(=O)N)Cl ((1S,2S,3R,4R)-3-(2,3-Diamino-5-chloro-pyridin-4-ylamino)-bicyclo[2.2.1]hept-5-ene-2-carboxylic acid amide), COC1=CC=CC(=N1)C=O (6-Methoxy-pyridine-2-carbaldehyde), C(C)(=O)[O-].[NH4+] (Ammonium acetate). Product: ClC=1C(=C2C(=NC1)NC(=N2)C2=NC(=CC=C2)OC)N[C@H]2[C@H]([C@@H]1C=C[C@H]2C1)C(=O)N ((1S,2S,3R,4R)-3-[6-Chloro-2-(6-methoxy-pyridin-2-yl)-3H-imidazo[4,5-b]pyridin-7-ylamino]-bicyclo[2.2.1]hept-5-ene-2-carboxylic acid amide). The yield is 15.8%. Reaction SMILES: [NH2:1][C:2]1[C:7]([NH2:8])=[C:6]([NH:9][C@@H:10]2[C@@H:15]3[CH2:16][C@@H:12]([CH:13]=[CH:14]3)[C@@H:11]2[C:17]([NH2:19])=[O:18])[C:5]([Cl:20])=[CH:4][N:3]=1.[CH3:21][O:22][C:23]1[N:28]=[C:27]([CH:29]=O)[CH:26]=[CH:25][CH:24]=1.C([O-])(=O)C.[NH4+]>>[Cl:20][C:5]1[C:6]([NH:9][C@@H:10]2[C@@H:15]3[CH2:16][C@@H:12]([CH:13]=[CH:14]3)[C@@H:11]2[C:17]([NH2:19])=[O:18])=[C:7]2[N:8]=[C:29]([C:27]3[CH:26]=[CH:25][CH:24]=[C:23]([O:22][CH3:21])[N:28]=3)[NH:1][C:2]2=[N:3][CH:4]=1 |f:2.3|. Procedure details: In a similar fashion to Compound LXXXVII, (1S,2S,3R,4R)-3-(2,3-Diamino-5-chloro-pyridin-4-ylamino)-bicyclo[2.2.1]hept-5-ene-2-carboxylic acid amide (50.00 mg, 0.1702 mmol), 6-Methoxy-pyridine-2-carbaldehyde (25.7 mg, 0.187 mmol), and Ammonium acetate (26.2 mg, 0.340 mmol) were reacted to produce 11.03 mg (19%) of the title compound. (300 MHz, DMSO-d6) 13.30 (s, 1H), 8.01 (s, 1H), 7.89 (t, J=15 Hz, 7.5 Hz, 1H), 7.79 (m, 2H), 7.30 (d, J=9 Hz, 1H), 7.25 (s, 1H), 6.90 (d, J=8 Hz, 1H), 6.44 (s, 1H), ... Starting materials: Cc1nonc1C(=O)c1ccccc1, CCOC(C)=O, Cl, NO, c1ccncc1. Yields the product Cc1nonc1C(=NO)c1ccccc1. Reaction SMILES: [CH3:10][c:11]1[n:12][o:13][n:14][c:15]1[C:16](=[O:17])[c:18]1[cH:19][cH:20][cH:21][cH:22][cH:23]1.[CH3:24][CH2:25][O:26][C:27](=[O:28])[CH3:29].[ClH:7].[NH2:8][OH:9].[cH:1]1[cH:2][cH:3][n:4][cH:5][cH:6]1>>[N:8]([OH:9])=[C:16]([c:15]1[c:11]([CH3:10])[n:12][o:13][n:14]1)[c:18]1[cH:19][cH:20][cH:21][cH:22][cH:23]1.